From a dataset of the Open Reaction Database (ORD), a public repository of structured organic reaction records. describe an organic reaction: reactants, conditions, products, and yield Reaction conditions: temperature 100 celsius. Yield: 11.0%. Reported procedure: A mixture of N-Formyl-aniline (8a, commercially available) (3.634 g, 30 mmol) and phosphorus pentasulfide (1.351 g, 3.04 mmol) in dry 1,4-dioxane (4 mL) was stirred at room temperature for 15 min under an argon atmosphere. 4-Chloro-2-butanone (2.131 g, 20 mmol) was added and the resulting slurry was heated at 100° C. The reaction mixture was refluxed for 50 min, initially becoming clear yellow and finally deep red. After cooling at room temperature, the crude mixture was diluted with H2O (20 mL)... As a reaction SMILES: [CH:1]([NH:3][C:4]1[CH:9]=[CH:8][CH:7]=[CH:6][CH:5]=1)=O.P12(SP3(SP(SP(S3)(S1)=S)(=S)S2)=S)=[S:11].[Cl:24][CH2:25][CH2:26][C:27](=O)[CH3:28].C([O-])([O-])=O.[Na+].[Na+]>O1CCOCC1.O>[Cl-:24].[C:4]1([N+:3]2[C:26]([CH3:25])=[C:27]([CH3:28])[S:11][CH:1]=2)[CH:9]=[CH:8][CH:7]=[CH:6][CH:5]=1 |f:3.4.5,8.9|. The solvent is O1CCOCC1 (1,4-dioxane), O (H2O). Starting materials: P12(=S)SP3(=S)SP(=S)(S1)SP(=S)(S2)S3 (phosphorus pentasulfide), ClCCC(C)=O (4-Chloro-2-butanone), C(=O)NC1=CC=CC=C1 (N-Formyl-aniline), 8a, crude mixture, C(=O)([O-])[O-].[Na+].[Na+] (Na2CO3). The product is [Cl-].C1(=CC=CC=C1)[N+]1=CSC(=C1C)C (3-phenyl-4,5-dimethylthiazolium chloride). Reactants: CCN(c1cc(Br)cc(C(=O)NCc2c(C)cc(C)[nH]c2=O)c1C)C1CCOCC1, O=C([O-])[O-], [Na+], [Na+], C1COCCO1, O, OCc1ccc(B(O)O)cc1, c1ccc(P(c2ccccc2)(c2ccccc2)[Pd](P(c2ccccc2)(c2ccccc2)c2ccccc2)(P(c2ccccc2)(c2ccccc2)c2ccccc2)P(c2ccccc2)(c2ccccc2)c2ccccc2)cc1. The product is CCN(c1cc(-c2ccc(CO)cc2)cc(C(=O)NCc2c(C)cc(C)[nH]c2=O)c1C)C1CCOCC1. Reaction SMILES: [Br:1][c:2]1[cH:3][c:4]([N:22]([CH:23]2[CH2:24][CH2:25][O:26][CH2:27][CH2:28]2)[CH2:29][CH3:30])[c:5]([CH3:21])[c:6]([C:7](=[O:8])[NH:9][CH2:10][c:11]2[c:12](=[O:19])[nH:13][c:14]([CH3:18])[cH:15][c:16]2[CH3:17])[cH:20]1.[C:42](=[O:43])([O-:44])[O-:45].[Na+:46].[Na+:47].[O:48]1[CH2:49][CH2:50][O:51][CH2:52][CH2:53]1.[OH2:54].[OH:31][CH2:32][c:33]1[cH:34][cH:35][c:36]([B:39]([OH:40])[OH:41])[cH:37][cH:38]1.[cH:55]1[cH:56][cH:57][c:58]([P:59]([Pd:60]([P:61]([c:62]2[cH:63][cH:64][cH:65][cH:66][cH:67]2)([c:68]2[cH:69][cH:70][cH:71][cH:72][cH:73]2)[c:74]2[cH:75][cH:76][cH:77][cH:78][cH:79]2)([P:80]([c:81]2[cH:82][cH:83][cH:84][cH:85][cH:86]2)([c:87]2[cH:88][cH:89][cH:90][cH:91][cH:92]2)[c:93]2[cH:94][cH:95][cH:96][cH:97][cH:98]2)[P:99]([c:100]2[cH:101][cH:102][cH:103][cH:104][cH:105]2)([c:106]2[cH:107][cH:108][cH:109][cH:110][cH:111]2)[c:112]2[cH:113][cH:114][cH:115][cH:116][cH:117]2)([c:118]2[cH:119][cH:120][cH:121][cH:122][cH:123]2)[c:124]2[cH:125][cH:126][cH:127][cH:128][cH:129]2)[cH:130][cH:131]1>>[c:2]1(-[c:36]2[cH:35][cH:34][c:33]([CH2:32][OH:31])[cH:38][cH:37]2)[cH:3][c:4]([N:22]([CH:23]2[CH2:24][CH2:25][O:26][CH2:27][CH2:28]2)[CH2:29][CH3:30])[c:5]([CH3:21])[c:6]([C:7](=[O:8])[NH:9][CH2:10][c:11]2[c:12](=[O:19])[nH:13][c:14]([CH3:18])[cH:15][c:16]2[CH3:17])[cH:20]1.